The task is: describe an organic reaction: reactants, conditions, products, and yield. This data is from the Open Reaction Database (ORD), a public repository of structured organic reaction records. The reactants are CCC(=O)c1ccccc1, CC(C)c1ccccc1N. Product: CCC(=Nc1ccccc1C(C)C)c1ccccc1. RXN SMILES: [CH3:11][CH2:12][C:13](=[O:14])[c:15]1[cH:16][cH:17][cH:18][cH:19][cH:20]1.[CH:1]([CH3:2])([CH3:3])[c:4]1[c:5]([NH2:6])[cH:7][cH:8][cH:9][cH:10]1>>[CH:1]([CH3:2])([CH3:3])[c:4]1[c:5]([N:6]=[C:13]([CH2:12][CH3:11])[c:15]2[cH:16][cH:17][cH:18][cH:19][cH:20]2)[cH:7][cH:8][cH:9][cH:10]1. The reactants are C(C)C=1C=NC(=NC1)N1CCC(CC1)[C@@H]1[C@@H](C1)COCC1=CC=C(C=C1)CC=O ({4-[({(1R,2R)-2-[1-(5-ethylpyrimidin-2-yl)piperidin-4-yl]cyclopropyl}methoxy)methyl]phenyl}acetaldehyde), [BH4-].[Na+] (sodium borohydride). The solvent is C(Cl)Cl.CO (DCM MeOH). Conditions: temperature 0 celsius, time 1 hour. The product is C(C)C=1C=NC(=NC1)N1CCC(CC1)[C@@H]1[C@@H](C1)COCC1=CC=C(C=C1)CCO (2-{4-[({(1R,2R)-2-[1-(5-ethylpyrimidin-2-yl)piperidin-4-yl]cyclopropyl}methoxy)methyl]phenyl}ethanol). Reaction SMILES: [CH2:1]([C:3]1[CH:4]=[N:5][C:6]([N:9]2[CH2:14][CH2:13][CH:12]([C@H:15]3[CH2:17][C@H:16]3[CH2:18][O:19][CH2:20][C:21]3[CH:26]=[CH:25][C:24]([CH2:27][CH:28]=[O:29])=[CH:23][CH:22]=3)[CH2:11][CH2:10]2)=[N:7][CH:8]=1)[CH3:2].[BH4-].[Na+]>C(Cl)Cl.CO>[CH2:1]([C:3]1[CH:4]=[N:5][C:6]([N:9]2[CH2:10][CH2:11][CH:12]([C@H:15]3[CH2:17][C@H:16]3[CH2:18][O:19][CH2:20][C:21]3[CH:22]=[CH:23][C:24]([CH2:27][CH2:28][OH:29])=[CH:25][CH:26]=3)[CH2:13][CH2:14]2)=[N:7][CH:8]=1)[CH3:2] |f:1.2,3.4|. Procedure: The product of step B (70 mg, 0.18 mmol) was dissolved in DCM/MeOH (1/1, 4 mL) at 0° C., and sodium borohydride (30 mg, 0.8 mmol) added. The solution was stirred at 0° C. for 1 h. The solution was partitioned between water and DCM. The aqueous layer was extracted with DCM. The combined organic layers were dried (Na2SO4), filtered, and concentrated. The residue was purified via silica gel column chromatography (2/1 hexanes/EtOAc) followed by reverse phase HPLC (C18, 10-100% water/acetonitrile wit... Starting materials: [K+], NN, [OH-], CCCc1ccc2oc(C(=O)c3ccncc3)c(C)c2c1O, O=C(O)CC(O)(CC(=O)O)C(=O)O, OCCO. Yields the product CCCc1ccc2oc(Cc3ccncc3)c(C)c2c1O. RXN SMILES: [K+:24].[NH2:25][NH2:26].[OH-:23].[OH:1][c:2]1[c:3]([CH2:20][CH2:21][CH3:22])[cH:4][cH:5][c:6]2[c:7]1[c:8]([CH3:19])[c:9]([C:11]([c:12]1[cH:13][cH:14][n:15][cH:16][cH:17]1)=[O:18])[o:10]2.[OH:27][C:28]([CH2:29][C:30]([C:31](=[O:32])[OH:33])([CH2:34][C:35](=[O:36])[OH:37])[OH:38])=[O:39].[OH:40][CH2:41][CH2:42][OH:43]>>[OH:1][c:2]1[c:3]([CH2:20][CH2:21][CH3:22])[cH:4][cH:5][c:6]2[c:7]1[c:8]([CH3:19])[c:9]([CH2:11][c:12]1[cH:13][cH:14][n:15][cH:16][cH:17]1)[o:10]2.